This data is from the Open Reaction Database (ORD), a public repository of structured organic reaction records. The task is: describe an organic reaction: reactants, conditions, products, and yield Starting materials: O=C([O-])[O-], CS(C)=O, COc1ccc(CN(c2ncc(Cl)s2)S(=O)(=O)c2ccc(F)c(C#N)c2)c(OC)c1, Oc1ccc(F)cc1I, [K+], [K+], O. Product: COc1ccc(CN(c2ncc(Cl)s2)S(=O)(=O)c2ccc(Oc3ccc(F)cc3I)c(C#N)c2)c(OC)c1. RXN SMILES: [C:40](=[O:41])([O-:42])[O-:43].[CH3:47][S:48](=[O:49])[CH3:50].[Cl:1][c:2]1[cH:3][n:4][c:5]([N:7]([S:8](=[O:9])(=[O:10])[c:11]2[cH:12][c:13]([C:18]#[N:19])[c:14]([F:17])[cH:15][cH:16]2)[CH2:20][c:21]2[c:22]([O:29][CH3:30])[cH:23][c:24]([O:27][CH3:28])[cH:25][cH:26]2)[s:6]1.[I:31][c:32]1[c:33]([OH:39])[cH:34][cH:35][c:36]([F:38])[cH:37]1.[K+:44].[K+:45].[OH2:46]>>[Cl:1][c:2]1[cH:3][n:4][c:5]([N:7]([S:8](=[O:9])(=[O:10])[c:11]2[cH:12][c:13]([C:18]#[N:19])[c:14]([O:39][c:33]3[c:32]([I:31])[cH:37][c:36]([F:38])[cH:35][cH:34]3)[cH:15][cH:16]2)[CH2:20][c:21]2[c:22]([O:29][CH3:30])[cH:23][c:24]([O:27][CH3:28])[cH:25][cH:26]2)[s:6]1. Reactants: C(C)OC(=O)C1=NNC(=C1)C1=CC=C(C=C1)C(F)(F)F (5-(4-trifluoromethyl-phenyl)-1H-pyrazole-3-carboxylic acid ethyl ester), [H-].[Al+3].[Li+].[H-].[H-].[H-] (lithium aluminium hydride), O (water), [OH-].[Na+] (NaOH). Run in O1CCCC1 (tetrahydrofuran), O1CCCC1 (tetrahydrofuran). Conditions: temperature 0 celsius. The product is FC(C1=CC=C(C=C1)C1=CC(=NN1)CO)(F)F ([5-(4-Trifluoromethyl-phenyl)-1H-pyrazol-3-yl]-methanol). The yield is 58.9%. As a reaction SMILES: C([O:3][C:4]([C:6]1[CH:10]=[C:9]([C:11]2[CH:16]=[CH:15][C:14]([C:17]([F:20])([F:19])[F:18])=[CH:13][CH:12]=2)[NH:8][N:7]=1)=O)C.[H-].[Al+3].[Li+].[H-].[H-].[H-].O.[OH-].[Na+]>O1CCCC1>[F:20][C:17]([F:18])([F:19])[C:14]1[CH:13]=[CH:12][C:11]([C:9]2[NH:8][N:7]=[C:6]([CH2:4][OH:3])[CH:10]=2)=[CH:16][CH:15]=1 |f:1.2.3.4.5.6,8.9|. Reported procedure: A solution of 5-(4-trifluoromethyl-phenyl)-1H-pyrazole-3-carboxylic acid ethyl ester (160 mg, 0.56 mmol; PCT Int. Appl. (2003), WO 2004000785 A2) in tetrahydrofuran (2.5 ml) was added to a suspension of lithium aluminium hydride (43 mg, 1.13 mmol) in tetrahydrofuran (2.5 ml) under an argon atmosphere at ambient temperature within 5 min. The mixture was heated to reflux for 12 h, cooled to 0° C. and treated cautiously with water (2 ml) and 10% aqueous NaOH (0.5 ml). The reaction mixture was filte... Reactants: CN(C1(CCC(CC1)(O)C[C@@H](CC#C[Si](CC)(CC)CC)C)C1=CC=CC=C1)C ((R)-4-dimethylamino-1-(2-methyl-5-(triethylsilyl)pent-4-inyl)-4-phenylcyclohexanol), IC1=C(N)C=CC=C1 (2-iodoaniline), C([O-])([O-])=O.[Na+].[Na+] (sodium carbonate). Reagents/catalysts: C(C)(C)C1=C(C(=CC=C1)C(C)C)N1C(N(C=C1)C1=C(C=CC=C1C(C)C)C(C)C)=[Pd-2](C1=NC=CC=C1Cl)Cl ([1,3-bis-(2,6-diisopropylphenyl)imidazol-2-ylidene]-(3-chloropyridyl)palladium(II)-chloride). Solvent: O=O (oxygen), O (water). Product: CN(C1(CCC(CC1)(O)C[C@@H](CC1=C(NC2=CC=CC=C12)[Si](CC)(CC)CC)C)C1=CC=CC=C1)C ((R)-4-dimethylamino-1-[2-methyl-3-(2-(triethylsilyl)-1H-indol-3-yl)propyl]-4-phenyl-cyclohexanol). Reaction SMILES: [CH3:1][N:2]([CH3:29])[C:3]1([C:23]2[CH:28]=[CH:27][CH:26]=[CH:25][CH:24]=2)[CH2:8][CH2:7][C:6]([CH2:10][C@H:11]([CH3:22])[CH2:12][C:13]#[C:14][Si:15]([CH2:20][CH3:21])([CH2:18][CH3:19])[CH2:16][CH3:17])([OH:9])[CH2:5][CH2:4]1.I[C:31]1[CH:37]=[CH:36][CH:35]=[CH:34][C:32]=1[NH2:33].C(=O)([O-])[O-].[Na+].[Na+]>O=O.O.C(C1C=CC=C(C(C)C)C=1N1C=CN(C2C(C(C)C)=CC=CC=2C(C)C)C1=[Pd-2](Cl)C1C(Cl)=CC=CN=1)(C)C>[CH3:29][N:2]([CH3:1])[C:3]1([C:23]2[CH:24]=[CH:25][CH:26]=[CH:27][CH:28]=2)[CH2:8][CH2:7][C:6]([CH2:10][C@H:11]([CH3:22])[CH2:12][C:13]2[C:34]3[C:32](=[CH:31][CH:37]=[CH:36][CH:35]=3)[NH:33][C:14]=2[Si:15]([CH2:20][CH3:21])([CH2:18][CH3:19])[CH2:16][CH3:17])([OH:9])[CH2:5][CH2:4]1 |f:2.3.4|. Procedure details: A solution of (R)-4-dimethylamino-1-(2-methyl-5-(triethylsilyl)pent-4-inyl)-4-phenylcyclohexanol (106 mg, 0.25 mmol), [1,3-bis-(2,6-diisopropylphenyl)imidazol-2-ylidene]-(3-chloropyridyl)palladium(II)-chloride (PEPPSI, 34 mg, 0.05 mmol), 2-iodoaniline (68 mg, 0.31 mmol) and sodium carbonate (136 mg, 1.28 mmol) in oxygen- and water-free N,N-dimethylformamide (5 mL) was stirred for 18 h at 100° C. The reaction mixture was concentrated to low volume in a vacuum, the residue mixed with toluol severa...